From a dataset of the Open Reaction Database (ORD), a public repository of structured organic reaction records. describe an organic reaction: reactants, conditions, products, and yield Starting materials: OC=1C2=C(SC1C(OC)=N)C=CC=C2 (Methyl 3-hydroxy-benzo(b)thiophene-2-carboximidate), C(CCC)O (n-butanol). Product: OC=1C2=C(SC1C(OCCCC)=N)C=CC=C2 (n-Butyl 3-hydroxy-benzo[b]thiophene-2-carboximidate). RXN SMILES: [OH:1][C:2]1[C:3]2[CH:14]=[CH:13][CH:12]=[CH:11][C:4]=2[S:5][C:6]=1[C:7](=[NH:10])[O:8][CH3:9].[CH2:15](O)[CH2:16][CH2:17]C>>[OH:1][C:2]1[C:3]2[CH:14]=[CH:13][CH:12]=[CH:11][C:4]=2[S:5][C:6]=1[C:7](=[NH:10])[O:8][CH2:9][CH2:15][CH2:16][CH3:17]. Reported procedure: A solution of 12 g of methyl 3-hydroxy-benzo[b]thiophene-2carboximidate (Example 1) in 300 m. of anhydrous n-butanol is heated under reflux for 4 hours and then concentrated to yield upon crystallization from ethyl acetate solution yellow crystals having an m.p. of 185° C.